This data is from the Open Reaction Database (ORD), a public repository of structured organic reaction records. The task is: describe an organic reaction: reactants, conditions, products, and yield As a reaction SMILES: [CH3:36][N:37]1[C:38](=[O:43])[CH2:39][NH:40][CH2:41][CH2:42]1.[NH2:1][c:2]1[n:3][cH:4][c:5]([CH:32]=[CH:33][CH:34]=[O:35])[c:6]2[c:7]1[c:8](-[c:11]1[cH:12][c:13]([O:30][CH3:31])[c:14]([NH:17][C:18](=[O:19])[c:20]3[n:21]([CH3:29])[c:22]4[cH:23][cH:24][cH:25][cH:26][c:27]4[cH:28]3)[cH:15][cH:16]1)[cH:9][s:10]2>>[NH2:1][c:2]1[n:3][cH:4][c:5]([CH:32]=[CH:33][CH2:34][N:40]2[CH2:39][C:38](=[O:43])[N:37]([CH3:36])[CH2:42][CH2:41]2)[c:6]2[c:7]1[c:8](-[c:11]1[cH:12][c:13]([O:30][CH3:31])[c:14]([NH:17][C:18](=[O:19])[c:20]3[n:21]([CH3:29])[c:22]4[cH:23][cH:24][cH:25][cH:26][c:27]4[cH:28]3)[cH:15][cH:16]1)[cH:9][s:10]2. Starting materials: CN1CCNCC1=O, COc1cc(-c2csc3c(C=CC=O)cnc(N)c23)ccc1NC(=O)c1cc2ccccc2n1C. Product: COc1cc(-c2csc3c(C=CCN4CCN(C)C(=O)C4)cnc(N)c23)ccc1NC(=O)c1cc2ccccc2n1C. Starting materials: C(C)(=O)OCC (ethyl acetate), [C-]#N.[Na+] (Sodium cyanide), NC1=CC=C(C=C1)C (p-toluidine), C1(CCCCCC1)=O (cycloheptanone). The solvent is C(C)(=O)O (acetic acid). Reaction conditions: time 12 hour. Product: CC1=CC=C(C=C1)NC1(CCCCC1)C#N (1-(4-methylphenyl)aminocyclohexanenitrile). The yield is 96.0%. Reaction SMILES: [C-]#[N:2].[Na+].[NH2:4][C:5]1[CH:10]=[CH:9][C:8]([CH3:11])=[CH:7][CH:6]=1.[C:12]1(=O)[CH2:18][CH2:17][CH2:16][CH2:15][CH2:14][CH2:13]1.C(OCC)(=O)C>C(O)(=O)C>[CH3:11][C:8]1[CH:9]=[CH:10][C:5]([NH:4][C:14]2([C:13]#[N:2])[CH2:15][CH2:16][CH2:17][CH2:18][CH2:12]2)=[CH:6][CH:7]=1 |f:0.1|. Procedure: Sodium cyanide (0.147 g, 3 mmol) was added to a mixture of p-toluidine (0.214 g, 2 mmol) and cycloheptanone (0.337 g, 3 mmol) in acetic acid 90% (3 ml). The reaction mixture was stirred at room temperature for 12 h and then 20 ml of ethyl acetate was added. The organic layer was washed with water (3×10 ml), dried over magnesium sulfate and concentrated under vacuum to dryness to yield 1-(4-methylphenyl)aminocyclohexanenitrile, 10a (0.438 g, 1.92 mmol, 96%) as a brown solid. Reactants: NC1=CC=CC=2C(OCCNC21)=O (9-amino-2,3-dihydro-4,1-benzoxazepin-5(1H)-one), C(=O)(N1C=NC=C1)N1C=NC=C1 (1,1′-carbonyldiimidazole). Solvent: C1CCOC1 (THF). Reaction conditions: time 8 hour. The product is N1C(N2CCOC(C3=C2C1=CC=C3)=O)=O (4,5-Dihydro-7H-imidazo[4,5,1-jk][4,1]benzoxazepine-2,7(1H)-dione). The yield is 123.9%. Reaction SMILES: [NH2:1][C:2]1[C:12]2[NH:11][CH2:10][CH2:9][O:8][C:7](=[O:13])[C:6]=2[CH:5]=[CH:4][CH:3]=1.[C:14](N1C=CN=C1)(N1C=CN=C1)=[O:15]>C1COCC1>[NH:1]1[C:2]2=[CH:3][CH:4]=[CH:5][C:6]3=[C:12]2[N:11]([CH2:10][CH2:9][O:8][C:7]3=[O:13])[C:14]1=[O:15]. Procedure details: To a solution of 200 mg (1.13 mmol) of 9-amino-2,3-dihydro-4,1-benzoxazepin-5(1H)-one in 20 mL of THF was added 280 mg (2 mmol) of 1,1′-carbonyldiimidazole and the reaction mixture was stirred overnight at room temperature. The reaction mixture was heated at 50° C. for 4 h and allowed to cool to room temperature. The reaction was concentrated in vacuo and the residue was dissolved in a mixture of ethyl acetate/n-hexane (1:1) and washed with water. The organics were dried over sodium sulfate, fil... The reactants are C(C)(C)C=1C=C(C=O)C=C(C1OC)C(C)C (3,5-Diisopropyl-4-methoxybenzaldehyde), FC=1C=CC=C2CC(NC12)=O (7-fluoro-2-oxindole). The product is C(C)(C)C=1C=C(C=C2C(NC3=C(C=CC=C23)F)=O)C=C(C1OC)C(C)C (3-(3,5-diisopropyl-4-methoxybenzylidene)-7-fluoro-1,3-dihydroindol-2-one). RXN SMILES: [CH:1]([C:4]1[CH:5]=[C:6]([CH:9]=[C:10]([CH:14]([CH3:16])[CH3:15])[C:11]=1[O:12][CH3:13])[CH:7]=O)([CH3:3])[CH3:2].[F:17][C:18]1[CH:19]=[CH:20][CH:21]=[C:22]2[C:26]=1[NH:25][C:24](=[O:27])[CH2:23]2>>[CH:1]([C:4]1[CH:5]=[C:6]([CH:9]=[C:10]([CH:14]([CH3:16])[CH3:15])[C:11]=1[O:12][CH3:13])[CH:7]=[C:23]1[C:22]2[C:26](=[C:18]([F:17])[CH:19]=[CH:20][CH:21]=2)[NH:25][C:24]1=[O:27])([CH3:3])[CH3:2]. Reported procedure: 3,5-Diisopropyl-4-methoxybenzaldehyde was condensed with 7-fluoro-2-oxindole to give 0.25 g of 3-(3,5-diisopropyl-4-methoxybenzylidene)-7-fluoro-1,3-dihydroindol-2-one as a yellow-orange solid. Starting materials: COc1ccc2c(n1)CC(=O)N2CCCOCc1ccccc1, CO. Product: COc1ccc2c(n1)CC(=O)N2CCCO. RXN SMILES: [CH2:1]([c:2]1[cH:3][cH:4][cH:5][cH:6][cH:7]1)[O:8][CH2:9][CH2:10][CH2:11][N:12]1[C:13](=[O:23])[CH2:14][c:15]2[n:16][c:17]([O:21][CH3:22])[cH:18][cH:19][c:20]21.[CH3:24][OH:25]>>[OH:8][CH2:9][CH2:10][CH2:11][N:12]1[C:13](=[O:23])[CH2:14][c:15]2[n:16][c:17]([O:21][CH3:22])[cH:18][cH:19][c:20]21. The reactants are CO, O=C[O-], [NH4+], COC(=O)C1CN(C(=O)OC(C)(C)C)CCC1NC(C)c1ccccc1. Yields the product COC(=O)C1CN(C(=O)OC(C)(C)C)CCC1N. As a reaction SMILES: [CH3:31][OH:32].[CH:27]([O-:28])=[O:29].[NH4+:30].[c:1]1([CH:2]([CH3:3])[NH:9][CH:10]2[CH:11]([C:23](=[O:24])[O:25][CH3:26])[CH2:12][N:13]([C:16](=[O:17])[O:18][C:19]([CH3:20])([CH3:21])[CH3:22])[CH2:14][CH2:15]2)[cH:4][cH:5][cH:6][cH:7][cH:8]1>>[NH2:9][CH:10]1[CH:11]([C:23](=[O:24])[O:25][CH3:26])[CH2:12][N:13]([C:16](=[O:17])[O:18][C:19]([CH3:20])([CH3:21])[CH3:22])[CH2:14][CH2:15]1. Starting materials: CCCCBr, Cn1cc(-c2cn(COCC[Si](C)(C)C)c3ncc(O)cc23)cn1, CC(C)=O, [K+], [K+], O=C([O-])[O-]. Product: CCCCOc1cnc2c(c1)c(-c1cnn(C)c1)cn2COCC[Si](C)(C)C. RXN SMILES: [Br:25][CH2:26][CH2:27][CH2:28][CH3:29].[CH3:1][n:2]1[n:3][cH:4][c:5](-[c:7]2[cH:8][n:9]([CH2:17][O:18][CH2:19][CH2:20][Si:21]([CH3:22])([CH3:23])[CH3:24])[c:10]3[n:11][cH:12][c:13]([OH:16])[cH:14][c:15]23)[cH:6]1.[CH3:36][C:37](=[O:38])[CH3:39].[K+:30].[K+:31].[O-:32][C:33]([O-:34])=[O:35]>>[CH3:1][n:2]1[n:3][cH:4][c:5](-[c:7]2[cH:8][n:9]([CH2:17][O:18][CH2:19][CH2:20][Si:21]([CH3:22])([CH3:23])[CH3:24])[c:10]3[n:11][cH:12][c:13]([O:16][CH2:26][CH2:27][CH2:28][CH3:29])[cH:14][c:15]23)[cH:6]1.